This data is from the Open Reaction Database (ORD), a public repository of structured organic reaction records. The task is: describe an organic reaction: reactants, conditions, products, and yield The reactants are CC(=O)NC(=Cc1ccccc1)C(=O)O, COc1ccccc1CP(CCP(Cc1ccccc1OC)c1ccccc1)c1ccccc1, CO. The product is CC(=O)NC(Cc1ccccc1)C(=O)O. As a reaction SMILES: [C:35]([CH3:36])(=[O:37])[NH:38][C:39]([C:40](=[O:41])[OH:42])=[CH:43][c:44]1[cH:45][cH:46][cH:47][cH:48][cH:49]1.[CH2:1]([P:2]([c:3]1[cH:4][cH:5][cH:6][cH:7][cH:8]1)[CH2:9][CH2:10][P:11]([CH2:12][c:13]1[c:14]([O:15][CH3:16])[cH:17][cH:18][cH:19][cH:20]1)[c:21]1[cH:22][cH:23][cH:24][cH:25][cH:26]1)[c:27]1[c:28]([O:29][CH3:30])[cH:31][cH:32][cH:33][cH:34]1.[CH3:50][OH:51]>>[C:35]([CH3:36])(=[O:37])[NH:38][CH:39]([C:40](=[O:41])[OH:42])[CH2:43][c:44]1[cH:45][cH:46][cH:47][cH:48][cH:49]1.